From a dataset of the Open Reaction Database (ORD), a public repository of structured organic reaction records. describe an organic reaction: reactants, conditions, products, and yield Reactants: B(F)(F)F.CCOCC (boron trifluoride etherate), C12(CC3CC(CC(C1)C3)C2)O (adamantan-1-ol), C(CC(=O)C)(=O)OCC (ethyl acetoacetate), B(F)(F)F.CCOCC (boron trifluoride etherate), [OH-].[K+] (potassium hydroxide). Run in C(C)(=O)O (acetic acid), C(C)OCC (diethyl ether), O (water), CCCCC (pentane). Run at time 16 hour. Product: C12(CC3CC(CC(C1)C3)C2)C(C(=O)OCC)C(C)=O (ethyl 2-(adamant-1-yl)-3-oxobutanoate). Isolated yield 73.4%. Reaction SMILES: [C:1]12(O)[CH2:10][CH:5]3[CH2:6][CH:7]([CH2:9][CH:3]([CH2:4]3)[CH2:2]1)[CH2:8]2.[C:12]([O:18][CH2:19][CH3:20])(=[O:17])[CH2:13][C:14]([CH3:16])=[O:15].B(F)(F)F.CCOCC.[OH-].[K+]>CCCCC.C(OCC)C.O.C(O)(=O)C>[C:1]12([CH:13]([C:14](=[O:15])[CH3:16])[C:12]([O:18][CH2:19][CH3:20])=[O:17])[CH2:10][CH:5]3[CH2:6][CH:7]([CH2:9][CH:3]([CH2:4]3)[CH2:2]1)[CH2:8]2 |f:2.3,4.5|. Procedure details: A stirred solution of 5.0 grams (0.033 mole) of adamantan-1-ol and 4.7 grams (0.036 mole) of ethyl acetoacetate in 60 mL of pentane was cooled to 7° C., and 5.1 grams (0.036 mole) of boron trifluoride etherate was added during a 2 minute period. An additional 3.8 mL of boron trifluoride etherate was then added, also during a 2 minute period. Upon completion of addition, the reaction mixture was allowed to warm to ambient temperature, where it was stirred for about 16 hours. After this time, the ... The reactants are COC(=O)c1ccccc1S(=O)(=O)NC(=O)Nc1nc(C)c2c(n1)CCC2, C[Al](C)C, Cc1ccccc1, CCOC(C)=O, Cl, OC1CCCC1. Yields the product Cc1nc(NC(=O)NS(=O)(=O)c2ccccc2C(=O)O)nc2c1CCC2. RXN SMILES: [CH3:11][c:12]1[n:13][c:14]([NH:21][C:22](=[O:23])[NH:24][S:25](=[O:26])(=[O:27])[c:28]2[c:29]([C:30](=[O:31])[O:32][CH3:33])[cH:34][cH:35][cH:36][cH:37]2)[n:15][c:16]2[c:17]1[CH2:18][CH2:19][CH2:20]2.[CH3:1][Al:2]([CH3:3])[CH3:4].[CH3:39][c:40]1[cH:41][cH:42][cH:43][cH:44][cH:45]1.[CH3:46][CH2:47][O:48][C:49](=[O:50])[CH3:51].[ClH:38].[OH:5][CH:6]1[CH2:7][CH2:8][CH2:9][CH2:10]1>>[CH3:11][c:12]1[n:13][c:14]([NH:21][C:22](=[O:23])[NH:24][S:25](=[O:26])(=[O:27])[c:28]2[c:29]([C:30](=[O:31])[OH:32])[cH:34][cH:35][cH:36][cH:37]2)[n:15][c:16]2[c:17]1[CH2:18][CH2:19][CH2:20]2. Starting materials: C(C)(=O)OC(C)=O (acetic anhydride), CC1(C(CC=C1C)C=CCC(C)O)C (5-(2,2,3-trimethylcyclopent-3-enyl)pent-4-en-2-ol), O (water). The reagents and catalysts are CN(C1=CC=NC=C1)C (4-dimethylaminopyridine). Solvent: CC(C)(C)OC (MTBE). Reaction conditions: temperature 52.5 celsius, time 1 hour. The product is CC1(C(CC=C1C)C=CCC(C)OC(C)=O)C (acetic acid 5-(2,2,3-trimethyl-cyclopent-3-enyl)pent-4-en-2-yl ester). Yield: 95.0%. As a reaction SMILES: [C:1]([O:4][C:5](=O)[CH3:6])(=[O:3])[CH3:2].[CH3:8][C:9]1([CH3:21])[C:13]([CH3:14])=[CH:12][CH2:11][CH:10]1[CH:15]=[CH:16][CH2:17]C(O)C.O>CN(C)C1C=CN=CC=1.CC(OC)(C)C>[CH3:8][C:9]1([CH3:21])[C:13]([CH3:14])=[CH:12][CH2:11][CH:10]1[CH:15]=[CH:16][CH2:17][CH:5]([O:4][C:1](=[O:3])[CH3:2])[CH3:6]. Procedure: 50 g (0.48 mol) of acetic anhydride was added dropwise to the solution of 78.6 g (0.40 mol) of 5-(2,2,3-trimethylcyclopent-3-enyl)pent-4-en-2-ol and 5.0 g of 4-dimethylaminopyridine in 150 ml of MTBE. The reaction mixture was stirred at 50-55° C. for 1 hour, treated with 0.5 l of water and extracted with 3×150 ml of hexane. The combined organic layers were neutralized with aqueous potassium hydrogen carbonate solution, washed with water, dried (MgSO4) and evaporated in vacuo. The residue (102 g)... The reactants are ClC=1C=C(C(=NC1)OC1=CC=C(C=C1)F)C(=O)N[C@@H](C)C1=CC=C(C(=O)O)C=C1 (4-[(1S)-1-({[5-Chloro-2-(4-fluorophenoxy)pyridin-3-yl]carbonyl}amino)ethyl]benzoic acid), FC=1C=C(C=CC1)S(=O)(=O)N (3-fluorobenzenesulfonamide). The product is ClC=1C=NC(=C(C(=O)N[C@@H](C)C2=CC=C(C=C2)C(=O)NS(=O)(=O)C2=CC(=CC=C2)F)C1)OC1=CC=C(C=C1)F (5-CHLORO-2-(4-FLUOROPHENOXY)-N-{(1S)-1-[4-({[(3-FLUOROPHENYL)SULFONYL]AMINO}CARBONYL)PHENYL]ETHYL}NICOTINAMIDE). Reaction SMILES: [Cl:1][C:2]1[CH:3]=[C:4]([C:16]([NH:18][C@H:19]([C:21]2[CH:29]=[CH:28][C:24]([C:25]([OH:27])=O)=[CH:23][CH:22]=2)[CH3:20])=[O:17])[C:5]([O:8][C:9]2[CH:14]=[CH:13][C:12]([F:15])=[CH:11][CH:10]=2)=[N:6][CH:7]=1.[F:30][C:31]1[CH:32]=[C:33]([S:37]([NH2:40])(=[O:39])=[O:38])[CH:34]=[CH:35][CH:36]=1>>[Cl:1][C:2]1[CH:7]=[N:6][C:5]([O:8][C:9]2[CH:10]=[CH:11][C:12]([F:15])=[CH:13][CH:14]=2)=[C:4]([CH:3]=1)[C:16]([NH:18][C@H:19]([C:21]1[CH:29]=[CH:28][C:24]([C:25]([NH:40][S:37]([C:33]2[CH:34]=[CH:35][CH:36]=[C:31]([F:30])[CH:32]=2)(=[O:39])=[O:38])=[O:27])=[CH:23][CH:22]=1)[CH3:20])=[O:17]. Procedure details: The title compound was prepared according to the procedure described in step 1 of Example 103 from 4-[(1S)-1-({[5-chloro-2-(4-fluorophenoxy)pyridin-3-yl]carbonyl}amino)ethyl]benzoic acid (step 5 of Example 44) and 3-fluorobenzenesulfonamide: 1H-NMR (CDCl3) δ 8.86 (1H, br.s), 8.51 (1H, d, J=2.6 Hz), 8.13 (1H, d, J=2.6 Hz), 8.14–8.08 (1H, m), 7.98–7.91 (1H, m), 7.89–7.81 (1H, m), 7.73 (2H, d, J=8.3 Hz), 7.61–7.50 (1H, m), 7.42 (2H, d, J=8.3 Hz), 7.40–7.30 (1H, m), 7.21–7.08 (4H, m), 5.37–5.24 (1H,... Starting materials: C1(O)=CC(O)=CC=C1 (Resorcinol), C(C(C)C)(=O)O (isobutyric acid), B(F)(F)F (BF3). The solvent is CC(=O)[O-].[Na+] (NaOAc). Yields the product OC1=C(C=CC(=C1)O)C(C(C)C)=O (1-(2,4-Dihydroxy-phenyl)-2-methyl-propan-1-one). Isolated yield 113.1%. Reaction SMILES: [C:1]1([CH:8]=[CH:7][CH:6]=[C:4]([OH:5])[CH:3]=1)[OH:2].[C:9](O)(=[O:13])[CH:10]([CH3:12])[CH3:11].B(F)(F)F>CC([O-])=O.[Na+]>[OH:2][C:1]1[CH:3]=[C:4]([OH:5])[CH:6]=[CH:7][C:8]=1[C:9](=[O:13])[CH:10]([CH3:12])[CH3:11] |f:3.4|. Procedure details: Resorcinol (10.0 g, 91 mmol) and isobutyric acid (8.00 g, 1 eq.) were treated with BF3-etherate (68 mL, 6 eq.) and heated for 1.5 h to 90° C. After cooling the reaction mixture was carefully poured onto 500 mL of 10% aq. NaOAc solution, twofold extracted with AcOEt, washed with water, dried over sodium sulfate, and evaporated to dryness to leave 18.5 g of the title compound as light brown oil. Starting materials: air-dried ion, SPC 118, CO (methanol), COC(OC)OC (orthoformic acid trimethyl ester), BrC=1C=C(C#N)C=CC1F (3-bromo-4-fluoro-benzonitrile). The reagents and catalysts are [Ni] (Raney nickel). Run in O (water), O (water), C(=O)O (formic acid). Reaction conditions: time 24 hour. The product is COC(C1=CC(=C(C=C1)F)Br)OC (3-bromo-4-fluoro-benzaldehyde dimethyl acetal). Isolated yield 74.7%. Reaction SMILES: [Br:1][C:2]1[CH:3]=[C:4]([CH:7]=[CH:8][C:9]=1[F:10])C#N.CO.[CH3:13][O:14][CH:15](OC)[O:16][CH3:17]>[Ni].O.C(O)=O>[CH3:13][O:14][CH:15]([O:16][CH3:17])[C:4]1[CH:7]=[CH:8][C:9]([F:10])=[C:2]([Br:1])[CH:3]=1. Procedure: A mixture of 85 g of Raney nickel, which had been washed thoroughly with water, 500 ml of formic acid and 100 g (0.5 mole) of 3-bromo-4-fluoro-benzonitrile was stirred for 24 hours at 90°-100° C. under an atmosphere of a blanketing gas (nitrogen or argon). After cooling to room temperature, 1 liter of water was added and the mixture was extracted twice with 300 ml of toluene. The combined toluene solutions were washed with 200 ml of water, with 200 ml of saturated sodium bicarbonate solution and... Starting materials: COC, CC#N, CC(C)CCON=O, Cl, Cl[Cu]Cl, Cc1cccc2sc(N)nc12. The product is Cc1cccc2sc(Cl)nc12. As a reaction SMILES: [CH3:1][O:2][CH3:3].[CH3:24][C:25]#[N:26].[CH3:4][CH:5]([CH2:6][CH2:7][O:8][N:9]=[O:10])[CH3:11].[ClH:23].[Cu:27]([Cl:28])[Cl:29].[NH2:12][c:13]1[s:14][c:15]2[c:16]([n:17]1)[c:18]([CH3:22])[cH:19][cH:20][cH:21]2>>[c:13]1([Cl:23])[s:14][c:15]2[c:16]([n:17]1)[c:18]([CH3:22])[cH:19][cH:20][cH:21]2.